describe an organic reaction: reactants, conditions, products, and yield From a dataset of the Open Reaction Database (ORD), a public repository of structured organic reaction records. Reactants: C(O[C@H]1CN2CCC1CC2)(OC2=CC=C(C=C2)[N+](=O)[O-])=O ((3R)-1-azabicyclo[2.2.2]oct-3-yl 4-nitrophenyl carbonate), ( IV ), C1(=CC=CC=C1)[C@@H]1NCCC2=CC=CC=C12 ((1S)-1-phenyl-1,2,3,4-tetrahydroisoquinoline), ( V ). Yields the product N12C[C@@H](C(CC1)CC2)OC(=O)N2[C@H](C1=CC=CC=C1CC2)C2=CC=CC=C2 ((1S)-(3R)-1-azabicyclo[2.2.2]oct-3-yl-3,4-dihydro-1-phenyl-2(1H)-isoquinolinecarboxylate), ( I ). Reaction SMILES: [C:1](=[O:21])(OC1C=CC([N+]([O-])=O)=CC=1)[O:2][C@@H:3]1[CH:8]2[CH2:9][CH2:10][N:5]([CH2:6][CH2:7]2)[CH2:4]1.[C:22]1([C@H:28]2[C:37]3[C:32](=[CH:33][CH:34]=[CH:35][CH:36]=3)[CH2:31][CH2:30][NH:29]2)[CH:27]=[CH:26][CH:25]=[CH:24][CH:23]=1>>[N:5]12[CH2:6][CH2:7][CH:8]([CH2:9][CH2:10]1)[C@@H:3]([O:2][C:1]([N:29]1[CH2:30][CH2:31][C:32]3[C:37](=[CH:36][CH:35]=[CH:34][CH:33]=3)[C@@H:28]1[C:22]1[CH:23]=[CH:24][CH:25]=[CH:26][CH:27]=1)=[O:21])[CH2:4]2. Procedure: The above mentioned step (b) comprises treating the reaction mixture comprising (3R)-1-azabicyclo[2.2.2]oct-3-yl 4-nitrophenyl carbonate of formula (IV) of step (a) with (1S)-1-phenyl-1,2,3,4-tetrahydroisoquinoline of formula (V) in an organic solvent and in an inert atmosphere at temperature of −20 to 50° C. to obtain (1S)-(3R)-1-azabicyclo[2.2.2]oct-3-yl-3,4-dihydro-1-phenyl-2(1H)-isoquinolinecarboxylate (Solifenacin) of formula (I).